This data is from the Open Reaction Database (ORD), a public repository of structured organic reaction records. The task is: describe an organic reaction: reactants, conditions, products, and yield Reactants: ClC1=NC(=CC(=N1)N1CCC(CC1)O)C1=CC=CC=C1 (1-(2-chloro-6-phenyl-pyrimidin-4-yl)-piperidin-4-ol), NC1=CC=C(C=C1)C(C)=O (1-(4-amino-phenyl)-ethanone). Yields the product Cl.OC1CCN(CC1)C1=NC(=NC(=C1)C1=CC=CC=C1)NC1=CC=C(C=C1)C(C)=O (1-{4-[4-(4-hydroxy-piperidin-1-yl)-6-phenyl-pyrimidin-2-ylamino]-phenyl}-ethanone hydrochloride). Reaction SMILES: [Cl:1][C:2]1[N:7]=[C:6]([N:8]2[CH2:13][CH2:12][CH:11]([OH:14])[CH2:10][CH2:9]2)[CH:5]=[C:4]([C:15]2[CH:20]=[CH:19][CH:18]=[CH:17][CH:16]=2)[N:3]=1.[NH2:21][C:22]1[CH:27]=[CH:26][C:25]([C:28](=[O:30])[CH3:29])=[CH:24][CH:23]=1>>[ClH:1].[OH:14][CH:11]1[CH2:12][CH2:13][N:8]([C:6]2[CH:5]=[C:4]([C:15]3[CH:20]=[CH:19][CH:18]=[CH:17][CH:16]=3)[N:3]=[C:2]([NH:21][C:22]3[CH:27]=[CH:26][C:25]([C:28](=[O:30])[CH3:29])=[CH:24][CH:23]=3)[N:7]=2)[CH2:9][CH2:10]1 |f:2.3|. Procedure details: A sample of 1-{4-[4-(4-hydroxy-piperidin-1-yl)-6-phenyl-pyrimidin-2-ylamino]-phenyl}-ethanone hydrochloride was prepared from compound 1-(2-chloro-6-phenyl-pyrimidin-4-yl)-piperidin-4-ol (0.3 g, 1.04 mmol) and 1-(4-amino-phenyl)-ethanone (0.14 g, 1.04 mmol) according to a procedure analogous to that described above in Example 48.